Dataset: the Open Reaction Database (ORD), a public repository of structured organic reaction records. Task: describe an organic reaction: reactants, conditions, products, and yield Starting materials: CC1=C(C=C(C=C1)C)O (2,5-dimethylphenol), C1(=CC=CC=C1)O (phenol). Yields the product OC1=C(C=CC(=C1C=O)C)C (6-Hydroxy-2,5-dimethylbenzaldehyde). Reaction SMILES: [CH3:1][C:2]1[CH:7]=[CH:6][C:5]([CH3:8])=[CH:4][C:3]=1[OH:9].[C:10]1([OH:16])C=CC=CC=1>>[OH:9][C:3]1[C:4]([CH:10]=[O:16])=[C:5]([CH3:8])[CH:6]=[CH:7][C:2]=1[CH3:1]. Reported procedure: 6-Hydroxy-2,5-dimethylbenzaldehyde was prepared by the method of Example 104 Step 1 except that 2,5-dimethylphenol was used as the starting phenol.